The task is: describe an organic reaction: reactants, conditions, products, and yield. This data is from the Open Reaction Database (ORD), a public repository of structured organic reaction records. Reactants: ClCCl, CN1C(=O)Cc2ccc(-c3ccc(CC(NC(=O)C4(NC(=O)OC(C)(C)C)CCOCC4)C(N)=O)cc3)cc21. The product is CN1C(=O)Cc2ccc(-c3ccc(CC(C#N)NC(=O)C4(NC(=O)OC(C)(C)C)CCOCC4)cc3)cc21. RXN SMILES: [Cl:40][CH2:41][Cl:42].[NH2:1][C:2]([CH:3]([CH2:4][c:5]1[cH:6][cH:7][c:8](-[c:11]2[cH:12][cH:13][c:14]3[c:18]([cH:19]2)[N:17]([CH3:20])[C:16](=[O:21])[CH2:15]3)[cH:9][cH:10]1)[NH:22][C:23](=[O:24])[C:25]1([NH:31][C:32]([O:33][C:34]([CH3:35])([CH3:36])[CH3:37])=[O:38])[CH2:26][CH2:27][O:28][CH2:29][CH2:30]1)=[O:39]>>[N:1]#[C:2][CH:3]([CH2:4][c:5]1[cH:6][cH:7][c:8](-[c:11]2[cH:12][cH:13][c:14]3[c:18]([cH:19]2)[N:17]([CH3:20])[C:16](=[O:21])[CH2:15]3)[cH:9][cH:10]1)[NH:22][C:23](=[O:24])[C:25]1([NH:31][C:32]([O:33][C:34]([CH3:35])([CH3:36])[CH3:37])=[O:38])[CH2:26][CH2:27][O:28][CH2:29][CH2:30]1. Reactants: OC=1C=CC(=C(C(=O)OCC)C1)[N+](=O)[O-] (ethyl 5-hydroxy-2-nitrobenzoate), Cl.ClCCN(CC)CC ((2-chloroethyl)-diethyl-amine-hydrochloride). The product is [N+](=O)([O-])C1=C(C(=O)OCC)C=C(C=C1)OCCN(CC)CC (Ethyl 2-nitro-5-(2-diethylamino-ethoxy)-benzoate). As a reaction SMILES: [OH:1][C:2]1[CH:3]=[CH:4][C:5]([N+:13]([O-:15])=[O:14])=[C:6]([CH:12]=1)[C:7]([O:9][CH2:10][CH3:11])=[O:8].Cl.Cl[CH2:18][CH2:19][N:20]([CH2:23][CH3:24])[CH2:21][CH3:22]>>[N+:13]([C:5]1[CH:4]=[CH:3][C:2]([O:1][CH2:18][CH2:19][N:20]([CH2:23][CH3:24])[CH2:21][CH3:22])=[CH:12][C:6]=1[C:7]([O:9][CH2:10][CH3:11])=[O:8])([O-:15])=[O:14] |f:1.2|. Procedure details: Prepared analogously to intermediate product Z5a from ethyl 5-hydroxy-2-nitrobenzoate and (2-chloroethyl)-diethyl-amine-hydrochloride